From a dataset of the Open Reaction Database (ORD), a public repository of structured organic reaction records. describe an organic reaction: reactants, conditions, products, and yield Reactants: hydrazide, FC1=CC=C(C=C1)[C@@H](C(=O)O)CCO ((S)-2-(4-fluorophenyl)-4-hydroxybutanoic acid), N(=O)[O-].[Na+] (sodium nitrite). Solvent: OS(=O)(=O)O (H2SO4). Run at temperature 2.5 celsius. The product is FC1=CC=C(C=C1)[C@H](CCO)N ((S)-1-(4fluorophenyl)-3-hydroxypropylamine). RXN SMILES: [F:1][C:2]1[CH:7]=[CH:6][C:5]([C@H:8]([CH2:12][CH2:13][OH:14])C(O)=O)=[CH:4][CH:3]=1.[N:15]([O-])=O.[Na+]>OS(O)(=O)=O>[F:1][C:2]1[CH:7]=[CH:6][C:5]([C@@H:8]([NH2:15])[CH2:12][CH2:13][OH:14])=[CH:4][CH:3]=1 |f:1.2|. Procedure: The hydrazide of (S)-2-(4-fluorophenyl)-4-hydroxybutanoic acid (0.5 gram) is reacted with a solution of 0.5 grams of sodium nitrite in 10 ml of 5% H2SO4. The reaction mixture is maintained for 1 hour at 0-5° C., followed extraction of the reaction mixture with ethyl acetate, followed by basification of the resulting aqueous solution with NaOH, extraction with methyl t-butyl ether, drying of the extracts over MgSO4, filtration, and the removal of solvent by rotary evaporation. The product (S)-1-(...